describe an organic reaction: reactants, conditions, products, and yield From a dataset of the Open Reaction Database (ORD), a public repository of structured organic reaction records. Reactants: BrC=1C(=NC=CC1)F (3-bromo-2-fluoropyridine), CC1=NC=CC(=C1)B(O)O (2-methylpyridin-4-ylboronic acid), C1(CCCCC1)P(C1=C(C=CC=C1)C1=C(C=CC=C1OC)OC)C1CCCCC1 (2-dicyclohexylphosphino-2′,6′-dimethoxy-1,1′-biphenyl), C([O-])([O-])=O.[Na+].[Na+] (sodium carbonate). The reagents and catalysts are C1=CC=C(C=C1)/C=C/C(=O)/C=C/C2=CC=CC=C2.C1=CC=C(C=C1)/C=C/C(=O)/C=C/C2=CC=CC=C2.[Pd] (tris(dibenzylideneacetone)dipalladium(o)). The solvent is C(C)#N.O (acetonitrile water). Run at time 8 hour. Yields the product FC1=NC=CC=C1C1=CC(=NC=C1)C (4-(2-fluoropyridin-3-yl)-2-methylpyridine). Reaction SMILES: Br[C:2]1[C:3]([F:8])=[N:4][CH:5]=[CH:6][CH:7]=1.[CH3:9][C:10]1[CH:15]=[C:14](B(O)O)[CH:13]=[CH:12][N:11]=1.C1(P(C2CCCCC2)C2C=CC=CC=2C2C(OC)=CC=CC=2OC)CCCCC1.C(=O)([O-])[O-].[Na+].[Na+]>C(#N)C.O.C1C=CC(/C=C/C(/C=C/C2C=CC=CC=2)=O)=CC=1.C1C=CC(/C=C/C(/C=C/C2C=CC=CC=2)=O)=CC=1.[Pd]>[F:8][C:3]1[C:2]([C:14]2[CH:13]=[CH:12][N:11]=[C:10]([CH3:9])[CH:15]=2)=[CH:7][CH:6]=[CH:5][N:4]=1 |f:3.4.5,6.7,8.9.10|. Procedure: To a round bottomed flask was added 3-bromo-2-fluoropyridine (1.0376 g, 5.9 mmol), 2-methylpyridin-4-ylboronic acid (1.6154 g, 12 mmol), tris(dibenzylideneacetone)dipalladium(o) (0.5501 g, 0.59 mmol), 2-dicyclohexylphosphino-2′,6′-dimethoxy-1,1′-biphenyl (0.4846 g, 1.2 mmol), and sodium carbonate (0.74 mL, 18 mmol) in acetonitrile:water (5:1 ratio) at 85° C. to stir overnight. The reaction was monitored by LCMS. Upon completion, the solvents were evaporated. The crude product was adsorbed onto a...